Dataset: the Open Reaction Database (ORD), a public repository of structured organic reaction records. Task: describe an organic reaction: reactants, conditions, products, and yield Yields the product C(C)N(CCNC(=O)C1=NC(=C(N=C1OC)NCC)Cl)CC (N-(2-diethylaminoethyl)-6-chloro-5-ethylamino-3-methoxypyrazine-2-carboxamide). RXN SMILES: C(O)(C)C.[Cl:5][C:6]1[N:11]=[C:10]([C:12]([O:14]C)=O)[C:9]([O:16][CH3:17])=[N:8][C:7]=1[NH:18][CH2:19][CH3:20].[CH2:21]([N:23]([CH2:27][CH3:28])[CH2:24][CH2:25][NH2:26])[CH3:22]>CCOCC>[CH2:21]([N:23]([CH2:27][CH3:28])[CH2:24][CH2:25][NH:26][C:12]([C:10]1[C:9]([O:16][CH3:17])=[N:8][C:7]([NH:18][CH2:19][CH3:20])=[C:6]([Cl:5])[N:11]=1)=[O:14])[CH3:22]. Procedure: In 14 ml. of isopropyl alcohol were dissolved 1.4 g. of methyl 6-chloro-5-ethylamino-3-methoxypyrazine-2-carboxylate and 1.4 g. of N,N-diethylethylenediamine and the solution was refluxed for 4 days. After the reaction was over, the solvent was distilled off under reduced pressure from the reaction mixture and the residue obtained was applied to a silica gel column chromatography. The column was then developed using a mixture of ether and N-hexane of 1:1 volume ratio as an eluting solution. From... Solvent: CCOCC (ether). Reactants: C(C)(C)O (isopropyl alcohol), C(C)NC=1N=C(C(=NC1Cl)C(=O)OC)OC (methyl 5-ethylamino-6-chloro-3-methoxypyrazine-2-carboxylate), N-hexane, ClC1=C(N=C(C(=N1)C(=O)OC)OC)NCC (methyl 6-chloro-5-ethylamino-3-methoxypyrazine-2-carboxylate), C(C)N(CCN)CC (N,N-diethylethylenediamine).